Task: describe an organic reaction: reactants, conditions, products, and yield. Dataset: the Open Reaction Database (ORD), a public repository of structured organic reaction records Reactants: C1(=CC=CC=C1)P(C1=CC=CC=C1)(C1=CC=CC=C1)=S (triphenylphosphine sulfide), [OH-].[Na+] (sodium hydroxide). Solvent: C(C(C)C)O (isobutanol). Yields the product C1(=CC=CC=C1)P(C1=CC=CC=C1)(C1=CC=CC=C1)=O (triphenylphosphine oxide). Reaction SMILES: [C:1]1([P:7](=S)([C:14]2[CH:19]=[CH:18][CH:17]=[CH:16][CH:15]=2)[C:8]2[CH:13]=[CH:12][CH:11]=[CH:10][CH:9]=2)[CH:6]=[CH:5][CH:4]=[CH:3][CH:2]=1.[OH-:21].[Na+]>C(O)C(C)C>[C:1]1([P:7](=[O:21])([C:14]2[CH:19]=[CH:18][CH:17]=[CH:16][CH:15]=2)[C:8]2[CH:13]=[CH:12][CH:11]=[CH:10][CH:9]=2)[CH:6]=[CH:5][CH:4]=[CH:3][CH:2]=1 |f:1.2|. Reported procedure: To a mixture of isobutanol (50 ml), triphenylphosphine sulfide (7.0 g) and aqueous 5% sodium hydroxide (50 ml) is bubbled chlorine gas at 15° C. until no appreciable amount of the starting sulfide is detected on thin-layer chromatogram. The reaction mixture is allowed to stand for a while and the organic layer is taken. The layer is washed with water and concentrated to dryness. The residue is triturated with ether to give triphenylphosphine oxide. The solvent is C(C)(=O)OCC (ethyl acetate), C(C)(=O)OCC (ethyl acetate). RXN SMILES: C(O[CH:4]=[N:5][C:6]1[NH:10][N:9]=[N:8][N:7]=1)C.[C:11]([O:20][CH3:21])(=[O:19])[C:12]1[C:13](=[CH:15][CH:16]=[CH:17][CH:18]=1)[NH2:14]>C(OCC)(=O)C>[NH:7]1[C:6]([NH:5][CH:4]=[N:14][C:13]2[CH:15]=[CH:16][CH:17]=[CH:18][C:12]=2[C:11]([O:20][CH3:21])=[O:19])=[N:10][N:9]=[N:8]1. The product is N1N=NN=C1NC=NC1=C(C=CC=C1)C(=O)OC (N1 -(1H-tetrazol-5-yl)-N2 -(2-carbomethoxyphenyl)formamidine). Reactants: C(C)OC=NC1=NN=NN1 (5-(ethoxymethyleneamino)tetrazole), C(C=1C(N)=CC=CC1)(=O)OC (methyl anthranilate). Procedure details: To a mixture of 5 g of 5-(ethoxymethyleneamino)tetrazole in 50 ml of ethyl acetate, stirred at room temperature under nitrogen, there was added a solution of 10.2 g of methyl anthranilate in 50 ml of ethyl acetate and the mixture was stirred for 24 hours. The white solid which formed was separated by filtration, washed with ethyl acetate and vacuum oven dried to give crude N1 -(1H-tetrazol-5-yl)-N2 -(2-carbomethoxyphenyl)formamidine. This was recrystallized from a mixture of N,N-dimethylformamid... Starting materials: [Cr](=O)(=O)([O-])Cl.[NH+]1=CC=CC=C1 (pyridinium chlorochromate), COC1=NC=CC(=C1OC)C(CC)O (2,3-dimethoxy-4-(1′-hydroxypropyl)pyridine), resultant mixture. Run in ClCCl (dichloromethane). Product: COC1=NC=CC(=C1OC)C(CC)=O (1-(2,3-dimethoxy-pyridin-4-yl)-propan-1-one). RXN SMILES: [Cr](Cl)([O-])(=O)=O.[NH+]1C=CC=CC=1.[CH3:12][O:13][C:14]1[C:19]([O:20][CH3:21])=[C:18]([CH:22]([OH:25])[CH2:23][CH3:24])[CH:17]=[CH:16][N:15]=1>ClCCl>[CH3:12][O:13][C:14]1[C:19]([O:20][CH3:21])=[C:18]([C:22](=[O:25])[CH2:23][CH3:24])[CH:17]=[CH:16][N:15]=1 |f:0.1|. Procedure: Celite (27 g, oven dried) and pyridinium chlorochromate (26.46 g; 12.27 mmol) were added to a solution of 2,3-dimethoxy-4-(1′-hydroxypropyl)pyridine (4) (18.6 g; 94.4 mmol) in anhydrous dichloromethane (300 mL). The resultant mixture was stirred at room temperature for 16 hours. The mixture was then filtered through a pad of Celite and silica gel. Concentration generated 13.8 g of the crude 1-(2,3-dimethoxy-pyridin-4-yl)-propan-1-one (5) product which was utilized in the subsequent synthesis ste... Starting materials: O=C([O-])[O-], CCc1coc(-c2ccc(O)c(OC)c2)n1, COC(=O)C(C)n1ccc2cc(OCCCBr)ccc21, [Cs+], [Cs+], CN(C)C=O, O. The product is CCc1coc(-c2ccc(OCCCOc3ccc4c(ccn4C(C)C(=O)OC)c3)c(OC)c2)n1. Reaction SMILES: [C:37](=[O:38])([O-:39])[O-:40].[CH2:21]([CH3:22])[c:23]1[n:24][c:25](-[c:28]2[cH:29][c:30]([O:35][CH3:36])[c:31]([OH:34])[cH:32][cH:33]2)[o:26][cH:27]1.[CH3:1][O:2][C:3]([CH:4]([CH3:5])[n:6]1[cH:7][cH:8][c:9]2[cH:10][c:11]([O:15][CH2:16][CH2:17][CH2:18][Br:19])[cH:12][cH:13][c:14]12)=[O:20].[Cs+:41].[Cs+:42].[O:44]=[CH:45][N:46]([CH3:47])[CH3:48].[OH2:43]>>[CH3:1][O:2][C:3]([CH:4]([CH3:5])[n:6]1[cH:7][cH:8][c:9]2[cH:10][c:11]([O:15][CH2:16][CH2:17][CH2:18][O:34][c:31]3[c:30]([O:35][CH3:36])[cH:29][c:28](-[c:25]4[n:24][c:23]([CH2:21][CH3:22])[cH:27][o:26]4)[cH:33][cH:32]3)[cH:12][cH:13][c:14]12)=[O:20]. The reactants are CC(NC(=O)OC(C)(C)C)C(=O)O, CNOC, CCN=C=NCCCN(C)C, CN(C)C=O, Cl, Cl, [Na+], O=C([O-])O, On1nnc2ccccc21. Yields the product CON(C)C(=O)C(C)NC(=O)OC(C)(C)C. RXN SMILES: [C:1]([CH3:2])([CH3:3])([CH3:4])[O:5][C:6](=[O:7])[NH:8][CH:9]([C:10](=[O:11])[OH:12])[CH3:13].[CH3:14][NH:15][O:16][CH3:17].[CH3:19][N:20]([CH3:21])[CH2:22][CH2:23][CH2:24][N:25]=[C:26]=[N:27][CH2:28][CH3:29].[CH3:46][N:47]([CH3:48])[CH:49]=[O:50].[ClH:18].[ClH:30].[Na+:45].[O-:41][C:42]([OH:43])=[O:44].[OH:31][n:32]1[c:33]2[c:34]([cH:35][cH:36][cH:37][cH:38]2)[n:39][n:40]1>>[C:1]([CH3:2])([CH3:3])([CH3:4])[O:5][C:6](=[O:7])[NH:8][CH:9]([C:10](=[O:12])[N:15]([CH3:14])[O:16][CH3:17])[CH3:13]. Reactants: C(C)OC([C@H](CC1=CC=C(C=C1)OCCCBr)OC)=O ((2S)-3-[4-(3-Bromo-propoxy)-phenyl]-2-methoxy-propionic acid ethyl ester), FC1=CC=C(C=C1)C1=CC=C(C=C1)O (4′-Fluoro-biphenyl-4-ol), [OH-].[Na+] (NaOH). Yields the product FC1=CC=C(C=C1)C1=CC=C(C=C1)OCCCOC1=CC=C(C=C1)C[C@@H](C(=O)O)OC ((2S)-3-{4-[3-(4′-Fluoro-biphenyl-4-yloxy)-propoxy]-phenyl}-2-methoxy-propionic acid). Reaction SMILES: C([O:3][C:4](=[O:20])[C@@H:5]([O:18][CH3:19])[CH2:6][C:7]1[CH:12]=[CH:11][C:10]([O:13][CH2:14][CH2:15][CH2:16]Br)=[CH:9][CH:8]=1)C.[F:21][C:22]1[CH:27]=[CH:26][C:25]([C:28]2[CH:33]=[CH:32][C:31]([OH:34])=[CH:30][CH:29]=2)=[CH:24][CH:23]=1.[OH-].[Na+]>>[F:21][C:22]1[CH:23]=[CH:24][C:25]([C:28]2[CH:33]=[CH:32][C:31]([O:34][CH2:16][CH2:15][CH2:14][O:13][C:10]3[CH:9]=[CH:8][C:7]([CH2:6][C@H:5]([O:18][CH3:19])[C:4]([OH:3])=[O:20])=[CH:12][CH:11]=3)=[CH:30][CH:29]=2)=[CH:26][CH:27]=1 |f:2.3|. Reported procedure: (2S)-3-[4-(3-Bromo-propoxy)-phenyl]-2-methoxy-propionic acid ethyl ester from Example 173, Step A was treated with 4′-Fluoro-biphenyl-4-ol from Step B under the Standard Procedure J. The compound thus obtained was allowed to react under Standard hydrolysis procedure C (NaOH) to give the title compound. MS(ES) for C25H25FO5 [M+NH4]+: 442, [M+Na]+: 447.